This data is from the Open Reaction Database (ORD), a public repository of structured organic reaction records. The task is: describe an organic reaction: reactants, conditions, products, and yield Starting materials: CNCCC(C1=CC=CC=C1)O (N-methyl-3-hydroxy-3-phenylpropylamine), Cl (HCl). Product: CNCCC(C1=CC=CC=C1)OC1=CC=C(C=C1)C (N-methyl-3-(4-methylphenoxy)-3-phenylpropylamine). As a reaction SMILES: [CH3:1][NH:2][CH2:3][CH2:4][CH:5]([OH:12])[C:6]1[CH:11]=[CH:10][CH:9]=[CH:8][CH:7]=1.Cl>>[CH3:1][NH:2][CH2:3][CH2:4][CH:5]([O:12][C:9]1[CH:10]=[CH:11][C:6]([CH3:5])=[CH:7][CH:8]=1)[C:6]1[CH:7]=[CH:8][CH:9]=[CH:10][CH:11]=1. Reported procedure: Under stirring, while maintaining the temperature between about 15° and about 25° C. with an ice-water bath, 14.25 g of 36 percent aqueous hydrogen chloride are dropped on the filtered organic phase. 4-ATM Hydrochloride (mw 291.82) crystallizes in bulk, and 40 ml of n-butyl acetate are added to allow stirring. The resulting suspension is stirred at about 20° C. for 1 hour, the solid is collected by filtration, washed twice with 40 ml of n-butyl acetate, and dried for 18 hours under vacuum at abo... Reactants: C(C)OC(CN(C([C@@H](NC(=O)OCC1=CC=CC=C1)CC1=CNC=N1)=O)CC1=CC=C(C=C1)OC)=O (N-[(4-Methoxyphenyl)methyl]-N-[N-[(phenylmethoxy)carbonyl]-L-histidyl]glycine ethyl ester), COC(CN(CC1=CC=C(C=C1)OCC1=CC=CC=C1)C([C@@H](NC(=O)OCC1=CC=CC=C1)CC1=CNC=N1)=O)=O (N-[N-[(phenylmethoxy)carbonyl]-L-histidyl]-N-[[4-(phenylmethoxy)phenyl]methyl]glycine methyl ester). The product is COC1=CC=C(C=C1)CN(CC(=O)O)C([C@@H](NC(=O)OCC1=CC=CC=C1)CC1=CNC=N1)=O (N-[(4-Methoxyphenyl)methyl]-N-[N-[(phenylmethoxy)carbonyl]-L-histidyl]glycine). As a reaction SMILES: C([O:3][C:4](=[O:36])[CH2:5][N:6]([CH2:27][C:28]1[CH:33]=[CH:32][C:31]([O:34][CH3:35])=[CH:30][CH:29]=1)[C:7](=[O:26])[C@H:8]([CH2:20][C:21]1[N:25]=[CH:24][NH:23][CH:22]=1)[NH:9][C:10]([O:12][CH2:13][C:14]1[CH:19]=[CH:18][CH:17]=[CH:16][CH:15]=1)=[O:11])C.COC(=O)CN(C(=O)[C@H](CC1N=CNC=1)NC(OCC1C=CC=CC=1)=O)CC1C=CC(OCC2C=CC=CC=2)=CC=1>>[CH3:35][O:34][C:31]1[CH:32]=[CH:33][C:28]([CH2:27][N:6]([C:7](=[O:26])[C@H:8]([CH2:20][C:21]2[N:25]=[CH:24][NH:23][CH:22]=2)[NH:9][C:10]([O:12][CH2:13][C:14]2[CH:15]=[CH:16][CH:17]=[CH:18][CH:19]=2)=[O:11])[CH2:5][C:4]([OH:36])=[O:3])=[CH:29][CH:30]=1. Procedure details: According to Example 1, Step 3, but substituting the compound from Step 2 above for N-[N-[(phenylmethoxy)carbonyl]-L-histidyl]-N-[[4-(phenylmethoxy)phenyl]methyl]glycine methyl ester, the title compound was obtained as a white solid. RXN SMILES: C[C:2]1(C)[O:6][C:5]2[CH:7]=[CH:8][C:9]([S:11]([CH3:13])=[O:12])=[CH:10][C:4]=2[O:3]1.BrBr.[Br:17]N1C(=O)CCC1=O.S([O-])([O-])=O.[Na+].[Na+].C(=O)([O-])[O-].[Na+].[Na+]>C(Cl)Cl.N1C=CC=CC=1>[Br:17][CH2:13][S:11]([C:9]1[CH:8]=[CH:7][C:5]2[O:6][CH2:2][O:3][C:4]=2[CH:10]=1)=[O:12] |f:3.4.5,6.7.8|. Reactants: CC1(OC2=C(O1)C=CC(=C2)S(=O)C)C (2,2-di-methyl-5-(methylsulphinyl)-1,3-benzodioxol), S(=O)([O-])[O-].[Na+].[Na+] (sodium sulphite), BrBr (bromine), BrN1C(CCC1=O)=O (N-bromosuccin-imide), C([O-])([O-])=O.[Na+].[Na+] (sodium carbonate). Run in C(Cl)Cl (methylene chloride), N1=CC=CC=C1 (pyridine). Reaction conditions: temperature 0 celsius, time 3 hour. Procedure details: To a solution, cooled to 0° C., of 16.5 g of 2,2-di-methyl-5-(methylsulphinyl)-1,3-benzodioxol and 6.2 g of pyridine in 230 ml of methylene chloride, there were added in succession 5.43 g of bromine and 12.1 g of N-bromosuccin-imide. The reaction mixture was stirred at 0° C. for 3 hours and then at 20° C. for a further 12 hours. The orange colored solution was cooled to 0° C., treated with 40 ml of 1M aqueous sodium sulphite solution and the pH of the mixture was adjusted to 7 by the addition of... Yields the product BrCS(=O)C1=CC2=C(OCO2)C=C1 (5-[(bromomethyl)-sulphinyl]-1,3-benzodioxol).